This data is from the Open Reaction Database (ORD), a public repository of structured organic reaction records. The task is: describe an organic reaction: reactants, conditions, products, and yield Yields the product COc1ccc(-c2nc(C(=O)c3ccc(N)c(C(=O)O)c3)n3ccccc23)cc1. As a reaction SMILES: [C:3](=[O:4])([c:5]1[cH:6][cH:7][cH:8][cH:9][cH:10]1)[NH:11][c:12]1[c:13]([C:14](=[O:15])[OH:16])[cH:17][c:18]([C:21](=[O:22])[c:23]2[n:24][c:25](-[c:32]3[cH:33][cH:34][c:35]([O:38][CH3:39])[cH:36][cH:37]3)[c:26]3[n:27]2[cH:28][cH:29][cH:30][cH:31]3)[cH:19][cH:20]1.[K+:45].[Na+:2].[O:46]1[CH2:47][CH2:48][O:49][CH2:50][CH2:51]1.[OH-:1].[S:40]([O-:41])([OH:42])(=[O:43])=[O:44]>>[NH2:11][c:12]1[c:13]([C:14](=[O:15])[OH:16])[cH:17][c:18]([C:21](=[O:22])[c:23]2[n:24][c:25](-[c:32]3[cH:33][cH:34][c:35]([O:38][CH3:39])[cH:36][cH:37]3)[c:26]3[n:27]2[cH:28][cH:29][cH:30][cH:31]3)[cH:19][cH:20]1. Starting materials: COc1ccc(-c2nc(C(=O)c3ccc(NC(=O)c4ccccc4)c(C(=O)O)c3)n3ccccc23)cc1, [K+], [Na+], C1COCCO1, [OH-], O=S(=O)([O-])O. Reactants: FC(C(=O)O)(F)F.OC=1C(=CC2=C3C1CN(CC3CC3=C2C=C2C(=C3)OCO2)C)OC ((±)-5,6,6a,7-tetrahydro-3-hydroxy-2-methoxy-9,10-methylenedioxy-5-methyl-4H-dibenz(de,g)isoquinoline trifluoroacetate), C1(=CC=CC=C1)C (toluene), [OH-].C1(=CC=CC=C1)[N+](C)(C)C (phenyltrimethyl ammonium hydroxide). Solvent: CN(C=O)C (dimethyl formamide). Yields the product COC1=CC2=C3C(CN(CC3CC3=C2C=C2C(=C3)OCO2)C)=C1OC ((±)-5,6,6a,7-tetrahydro-2,3-dimethoxy-9,10-methylenedioxy-5-methyl-4H-dibenz(de,g)isoquinoline). As a reaction SMILES: F[C:2](F)(F)C(O)=O.[OH:8][C:9]1[C:10]([O:30][CH3:31])=[CH:11][C:12]2[C:21]3[CH:22]=[C:23]4[O:28][CH2:27][O:26][C:24]4=[CH:25][C:20]=3[CH2:19][CH:18]3[C:13]=2[C:14]=1[CH2:15][N:16]([CH3:29])[CH2:17]3.C1(C)C=CC=CC=1.[OH-].C1([N+](C)(C)C)C=CC=CC=1>CN(C)C=O>[CH3:31][O:30][C:10]1[C:9]([O:8][CH3:2])=[C:14]2[CH2:15][N:16]([CH3:29])[CH2:17][CH:18]3[CH2:19][C:20]4[CH:25]=[C:24]5[O:26][CH2:27][O:28][C:23]5=[CH:22][C:21]=4[C:12](=[C:13]23)[CH:11]=1 |f:0.1,3.4|. Procedure: 10.65 g. (±)-5,6,6a,7-tetrahydro-3-hydroxy-2-methoxy-9,10-methylenedioxy-5-methyl-4H-dibenz(de,g)isoquinoline trifluoroacetate (see Example 1) are dissolved in 500 ml. of a mixture of toluene and dimethyl formamide (9:1) in a manner analogous to that described in Example 7 and methylated with phenyltrimethyl ammonium hydroxide. When the methylation is finished (monitoring with TLC), the reaction mixture is evaporated in a vacuum. After partitioning the residue between water and methylene chlorid... Reaction SMILES: [CH2:1]([O:3][C:4](=[O:28])/[CH:5]=[CH:6]/[C:7]1[CH:11]=[C:10]([C:12]2[CH:17]=[CH:16][CH:15]=[CH:14][CH:13]=2)[N:9]([C:18]2[CH:23]=[CH:22][C:21]([S:24]([CH3:27])(=[O:26])=[O:25])=[CH:20][CH:19]=2)[N:8]=1)[CH3:2]>CCOC(C)=O.[Pd]>[CH2:1]([O:3][C:4](=[O:28])[CH2:5][CH2:6][C:7]1[CH:11]=[C:10]([C:12]2[CH:17]=[CH:16][CH:15]=[CH:14][CH:13]=2)[N:9]([C:18]2[CH:19]=[CH:20][C:21]([S:24]([CH3:27])(=[O:26])=[O:25])=[CH:22][CH:23]=2)[N:8]=1)[CH3:2]. The reagents and catalysts are [Pd] (palladium on carbon). Product: C(C)OC(CCC1=NN(C(=C1)C1=CC=CC=C1)C1=CC=C(C=C1)S(=O)(=O)C)=O (3-[1-(4-Methanesulfonyl-phenyl)-5-phenyl-1H-pyrazol-3-yl]-propionic acid ethyl ester). Starting materials: C(C)OC(\C=C\C1=NN(C(=C1)C1=CC=CC=C1)C1=CC=C(C=C1)S(=O)(=O)C)=O ((E)-3-[1-(4-Methanesulfonyl-phenyl)-5-phenyl-1H-pyrazol-3-yl]-acrylic acid ethyl ester). Conditions: time 2 hour. Procedure details: To a solution of 16 (0.17 g, 0.42 mmol) in 5 mL of EtOAc was added 10% palladium on carbon. The solution was filled with H2 and the reaction mixture was stirred for 2 hours. After the solution was filtered through Celite, the filtrate was concentrated in vacuo. Purification by column chromatography (3:7 EtOAc-hexanes) gave the title compound, 0.15 g (90%) as a white solid. mp 96.5-99.1° C. 1H NMR (300 MHz, DMSO-d6): δ 7.91 (d, J=9 Hz, 2H), 7.45 (d, J=9 Hz, 2H), 7.44-7.37 (m, 3H), 7.29-7.23 (m, 2... Solvent: CCOC(=O)C (EtOAc). Reactants: ClCC(=O)C=1C=C2CCC(NC2=CC1)=O (6-chloroacetyl-3,4-dihydrocarbostyril), C(C)OC(=S)NN (ethoxythiocarbonylhydrazine). Run in C(C)#N (acetonitrile). Reaction conditions: time 2 hour. The product is N1C(=O)CCC2=CC(=CC=C12)C1=NNC(SC1)=O (5-(3,4-dihydrocarbostyril-6-yl)-3,6-dihydro-1,3,4-thiadiazin-2-one). Yield: 66.4%. RXN SMILES: Cl[CH2:2][C:3]([C:5]1[CH:6]=[C:7]2[C:12](=[CH:13][CH:14]=1)[NH:11][C:10](=[O:15])[CH2:9][CH2:8]2)=O.C([O:18][C:19]([NH:21][NH2:22])=[S:20])C>C(#N)C>[NH:11]1[C:12]2[C:7](=[CH:6][C:5]([C:3]3[CH2:2][S:20][C:19](=[O:18])[NH:21][N:22]=3)=[CH:14][CH:13]=2)[CH2:8][CH2:9][C:10]1=[O:15]. Procedure: To a solution of acetonitrile (100 ml) were added 6-chloroacetyl-3,4-dihydrocarbostyril (6.7 g) and ethoxythiocarbonylhydrazine (5.4 g) and the mixture was stirred for 2 hours, cooled and then filtered off. The filtrate was recrystallized from dimethylformamide (30 ml) and water (10 ml) to obtain pale yellowish 5-(3,4-dihydrocarbostyril-6-yl)-3,6-dihydro-1,3,4-thiadiazin-2-one (5.2 g), m.p. 271°-272° C. (decomposition). Starting materials: ClC1=CC(=NC=N1)NC1=CC=C(C=C1)NC1=CC=CC=C1 (N1-(6-chloropyrimidin-4-yl)-N4-phenylbenzene-1,4-diamine), C(O)CN (ethanolamine), CCN(C(C)C)C(C)C (DIPEA). The solvent is Cl (hydrochloride), CCCCO (n-BuOH), CCCCO (n-BuOH). Conditions: temperature 200 celsius. Product: C1(=CC=CC=C1)NC1=CC=C(C=C1)NC1=CC(=NC=N1)NCCO (2-(6-(4-(Phenylamino)phenylamino)pyrimidin-4-ylamino)ethan-1-ol). Yield: 32.0%. Reaction SMILES: Cl[C:2]1[N:7]=[CH:6][N:5]=[C:4]([NH:8][C:9]2[CH:14]=[CH:13][C:12]([NH:15][C:16]3[CH:21]=[CH:20][CH:19]=[CH:18][CH:17]=3)=[CH:11][CH:10]=2)[CH:3]=1.[CH2:22]([CH2:24][NH2:25])[OH:23].CCN(C(C)C)C(C)C>Cl.CCCCO>[C:16]1([NH:15][C:12]2[CH:13]=[CH:14][C:9]([NH:8][C:4]3[N:5]=[CH:6][N:7]=[C:2]([NH:25][CH2:24][CH2:22][OH:23])[CH:3]=3)=[CH:10][CH:11]=2)[CH:21]=[CH:20][CH:19]=[CH:18][CH:17]=1. Procedure: 176 mg of N1-(6-chloropyrimidin-4-yl)-N4-phenylbenzene-1,4-diamine in the form of a hydrochloride, 72 mg of ethanolamine and 153 mg of DIPEA were dissolved in 2 mL of n-BuOH and the mixture obtained was charged into a microwave vial and the vial obtained was heated to 200° C. for 60 minutes under microwave irradiation. Progress of the reaction was monitored by TLC. Upon termination of the reaction n-BuOH was evaporated and the evaporation residue was subjected to MPLC eluting the product with Et...